Dataset: the Open Reaction Database (ORD), a public repository of structured organic reaction records. Task: describe an organic reaction: reactants, conditions, products, and yield Starting materials: [BH4-], CCO, CN(C)CC=O, Nc1cccc(-c2nc3ncccc3o2)c1, [Na+], O. The product is CN(C)CCNc1cccc(-c2nc3ncccc3o2)c1. Reaction SMILES: [BH4-:26].[CH3:17][CH2:18][OH:19].[CH3:20][N:21]([CH3:22])[CH2:23][CH:24]=[O:25].[NH2:1][c:2]1[cH:3][c:4](-[c:8]2[o:9][c:10]3[c:11]([n:12][cH:13][cH:14][cH:15]3)[n:16]2)[cH:5][cH:6][cH:7]1.[Na+:27].[OH2:28]>>[NH:1]([c:2]1[cH:3][c:4](-[c:8]2[o:9][c:10]3[c:11]([n:12][cH:13][cH:14][cH:15]3)[n:16]2)[cH:5][cH:6][cH:7]1)[CH2:24][CH2:23][N:21]([CH3:20])[CH3:22]. The reactants are O=C([O-])[O-], COc1cc(C(C)=O)cc(OC)c1O, CN(C)C=O, ClCCN1CCOCC1, Cl, [K+], [K+], O. Product: COc1cc(C(C)=O)cc(OC)c1OCCN1CCOCC1. Reaction SMILES: [C:25](=[O:26])([O-:27])[O-:28].[CH3:1][O:2][c:3]1[cH:4][c:5]([C:12]([CH3:13])=[O:14])[cH:6][c:7]([O:10][CH3:11])[c:8]1[OH:9].[CH3:31][N:32]([CH3:33])[CH:34]=[O:35].[Cl:16][CH2:17][CH2:18][N:19]1[CH2:20][CH2:21][O:22][CH2:23][CH2:24]1.[ClH:15].[K+:29].[K+:30].[OH2:36]>>[CH3:1][O:2][c:3]1[cH:4][c:5]([C:12]([CH3:13])=[O:14])[cH:6][c:7]([O:10][CH3:11])[c:8]1[O:9][CH2:17][CH2:18][N:19]1[CH2:20][CH2:21][O:22][CH2:23][CH2:24]1. Procedure: 4,5-Dimethoxy-2-nitrobenzoic acid (3) was treated with thionyl chloride and then reacted with ammonia to give 4,5-dimethoxy-2-nitrobenzamide (4) as described by F. Nomoto et al. Chem. Pharm. Bull. 1990, 38, 1591-1595. The nitro group in compound (4) was reduced with sodium borohydride in the presence of copper sulfate (see C. L. Thomas Catalytic Processes and Proven Catalysts Academic Press, New York (1970)) to give 4,5-dimethoxy-2-aminobenzamide (5) which was cyclized by refluxing with formic a... Reactants: COC1=CC(=C(C(=O)O)C=C1OC)[N+](=O)[O-] (4,5-Dimethoxy-2-nitrobenzoic acid), S(=O)(Cl)Cl (thionyl chloride), N (ammonia). Yields the product COC1=CC(=C(C(=O)N)C=C1OC)[N+](=O)[O-] (4,5-dimethoxy-2-nitrobenzamide). As a reaction SMILES: [CH3:1][O:2][C:3]1[C:11]([O:12][CH3:13])=[CH:10][C:6]([C:7](O)=[O:8])=[C:5]([N+:14]([O-:16])=[O:15])[CH:4]=1.S(Cl)(Cl)=O.[NH3:21]>>[CH3:1][O:2][C:3]1[C:11]([O:12][CH3:13])=[CH:10][C:6]([C:7]([NH2:21])=[O:8])=[C:5]([N+:14]([O-:16])=[O:15])[CH:4]=1. Yields the product CC(=O)NCC1CN(c2cc(F)c(-c3cccnc3)c(F)c2)C(=O)O1. Reaction SMILES: [CH2:36]([Cl:37])[Cl:38].[CH3:29][C:30](=[O:31])[O:32][C:33](=[O:34])[CH3:35].[NH2:1][CH2:2][CH:3]1[CH2:4][N:5]([c:9]2[cH:10][c:11]([F:22])[c:12](-[c:16]3[cH:17][n:18][cH:19][cH:20][cH:21]3)[c:13]([F:15])[cH:14]2)[C:6](=[O:8])[O:7]1.[cH:23]1[cH:24][cH:25][n:26][cH:27][cH:28]1>>[NH:1]([CH2:2][CH:3]1[CH2:4][N:5]([c:9]2[cH:10][c:11]([F:22])[c:12](-[c:16]3[cH:17][n:18][cH:19][cH:20][cH:21]3)[c:13]([F:15])[cH:14]2)[C:6](=[O:8])[O:7]1)[C:30]([CH3:29])=[O:31]. Starting materials: ClCCl, CC(=O)OC(C)=O, NCC1CN(c2cc(F)c(-c3cccnc3)c(F)c2)C(=O)O1, c1ccncc1. The reactants are C(#N)C=1C=C(C=CC1F)S(=O)(=O)N(C1=NC=NS1)CC1=C(C=C(C=C1)OC)OC (3-cyano-N-(2,4-dimethoxybenzyl)-4-fluoro-N-1,2,4-thiadiazol-5-ylbenzenesulfonamide), IC1=C(C=CC(=C1)C(F)(F)F)O (2-iodo-4-(trifluoromethyl)phenol). Product: C(#N)C=1C=C(C=CC1OC1=C(C=C(C=C1)C(F)(F)F)I)S(=O)(=O)N(C1=NC=NS1)CC1=C(C=C(C=C1)OC)OC (3-Cyano-N-(2,4-dimethoxybenzyl)-4-[2-iodo-4-(trifluoromethyl)phenoxy]-N-1,2,4-thiadiazol-5-ylbenzenesulfonamide). As a reaction SMILES: [C:1]([C:3]1[CH:4]=[C:5]([S:10]([N:13]([CH2:19][C:20]2[CH:25]=[CH:24][C:23]([O:26][CH3:27])=[CH:22][C:21]=2[O:28][CH3:29])[C:14]2[S:18][N:17]=[CH:16][N:15]=2)(=[O:12])=[O:11])[CH:6]=[CH:7][C:8]=1F)#[N:2].[I:30][C:31]1[CH:36]=[C:35]([C:37]([F:40])([F:39])[F:38])[CH:34]=[CH:33][C:32]=1[OH:41]>>[C:1]([C:3]1[CH:4]=[C:5]([S:10]([N:13]([CH2:19][C:20]2[CH:25]=[CH:24][C:23]([O:26][CH3:27])=[CH:22][C:21]=2[O:28][CH3:29])[C:14]2[S:18][N:17]=[CH:16][N:15]=2)(=[O:12])=[O:11])[CH:6]=[CH:7][C:8]=1[O:41][C:32]1[CH:33]=[CH:34][C:35]([C:37]([F:38])([F:39])[F:40])=[CH:36][C:31]=1[I:30])#[N:2]. Procedure: Prepared according to Method O (below) at room temperature using 3-cyano-N-(2,4-dimethoxybenzyl)-4-fluoro-N-1,2,4-thiadiazol-5-ylbenzenesulfonamide (Preparation 68) and 2-iodo-4-(trifluoromethyl)phenol (Preparation 224). The title compound was isolated as a white solid. The reactants are ClC=1C=C(CN2CC(OCC2)CN)C=CC1Cl ([4-(3,4-Dichlorobenzyl)morpholin-2-yl]methylamine), FC(C(=O)NCC1CNCCO1)(F)F (2,2,2-Trifluoro-N-(morpholin-2-ylmethyl)acetamide), FC=1C=C(CBr)C=CC1F (3,4-difluorobenzyl bromide). Yields the product FC=1C=C(CN2CC(OCC2)CN)C=CC1F (1-[4-(3,4-Difluorobenzyl)morpholin-2-yl]methanamine). Reaction SMILES: ClC1C=C(C=CC=1Cl)CN1CCOC(CN)C1.FC(F)(F)C([NH:22][CH2:23][CH:24]1[O:29][CH2:28][CH2:27][NH:26][CH2:25]1)=O.[F:32][C:33]1[CH:34]=[C:35]([CH:38]=[CH:39][C:40]=1[F:41])[CH2:36]Br>>[F:32][C:33]1[CH:34]=[C:35]([CH:38]=[CH:39][C:40]=1[F:41])[CH2:36][N:26]1[CH2:27][CH2:28][O:29][CH:24]([CH2:23][NH2:22])[CH2:25]1. Procedure: Intermediate 20 was prepared in an analogous manner to Intermediate 1 (Alternative Procedure) from Intermediate 19 and 3,4-difluorobenzyl bromide, followed by deprotection to yield the title compound.